From a dataset of the Open Reaction Database (ORD), a public repository of structured organic reaction records. describe an organic reaction: reactants, conditions, products, and yield Starting materials: Fc1cc(Br)ccc1CBr, CN(C)C=O, CCOC(=O)Cn1c(=O)[nH]c(=O)c2cc(Cl)c(Cl)cc21, [H-], [Na+], O. Product: CCOC(=O)Cn1c(=O)n(Cc2ccc(Br)cc2F)c(=O)c2cc(Cl)c(Cl)cc21. RXN SMILES: [Br:23][c:24]1[cH:25][c:26]([F:32])[c:27]([CH2:28][Br:29])[cH:30][cH:31]1.[CH3:34][N:35]([CH3:36])[CH:37]=[O:38].[Cl:1][c:2]1[cH:3][c:4]2[c:5](=[O:20])[nH:6][c:7](=[O:19])[n:8]([CH2:13][C:14](=[O:15])[O:16][CH2:17][CH3:18])[c:9]2[cH:10][c:11]1[Cl:12].[H-:21].[Na+:22].[OH2:33]>>[Cl:1][c:2]1[cH:3][c:4]2[c:5](=[O:20])[n:6]([CH2:28][c:27]3[c:26]([F:32])[cH:25][c:24]([Br:23])[cH:31][cH:30]3)[c:7](=[O:19])[n:8]([CH2:13][C:14](=[O:15])[O:16][CH2:17][CH3:18])[c:9]2[cH:10][c:11]1[Cl:12]. The reactants are CCCc1c(C)ncnc1Cl, CCO, NN, O. The product is CCCc1c(C)ncnc1NN. Reaction SMILES: [CH2:1]([CH2:2][CH3:3])[c:4]1[c:5]([Cl:11])[n:6][cH:7][n:8][c:9]1[CH3:10].[CH3:15][CH2:16][OH:17].[NH2:13][NH2:14].[OH2:12]>>[CH2:1]([CH2:2][CH3:3])[c:4]1[c:5]([NH:13][NH2:14])[n:6][cH:7][n:8][c:9]1[CH3:10]. Starting materials: O=C(n1ccnc1)n1ccnc1, NC1CCCC1, O=C(O)Cn1c(-c2ccc(Cl)cc2)nc2cccnc21, C1CCOC1. The product is O=C(Cn1c(-c2ccc(Cl)cc2)nc2cccnc21)NC1CCCC1. Reaction SMILES: [C:21]([n:22]1[cH:23][cH:24][n:25][cH:26]1)([n:27]1[cH:28][cH:29][n:30][cH:31]1)=[O:32].[CH:33]1([NH2:38])[CH2:34][CH2:35][CH2:36][CH2:37]1.[Cl:1][c:2]1[cH:3][cH:4][c:5](-[c:8]2[n:9][c:10]3[c:11]([n:12][cH:13][cH:14][cH:15]3)[n:16]2[CH2:17][C:18](=[O:19])[OH:20])[cH:6][cH:7]1.[O:39]1[CH2:40][CH2:41][CH2:42][CH2:43]1>>[Cl:1][c:2]1[cH:3][cH:4][c:5](-[c:8]2[n:9][c:10]3[c:11]([n:12][cH:13][cH:14][cH:15]3)[n:16]2[CH2:17][C:18](=[O:20])[NH:38][CH:33]2[CH2:34][CH2:35][CH2:36][CH2:37]2)[cH:6][cH:7]1. Reactants: FC1=C(C=C(C=C1)NC(OC(C)(C)C)=O)[C@]1(NC([C@@](CC1(F)F)(C)F)=S)C (tert-butyl (4-fluoro-3-((2R,5S)-3,3,5-trifluoro-2,5-dimethyl-6-thioxopiperidin-2-yl)phenyl)carbamate), C(=O)(C(F)(F)F)O (TFA). Run in ClCCl (dichloromethane), C1(=CC=CC=C1)C (toluene). Conditions: temperature 0 celsius, time 20 minute. The product is NC=1C=CC(=C(C1)[C@@]1(C(C[C@](C(N1)=S)(C)F)(F)F)C)F ((3S,6R)-6-(5-amino-2-fluorophenyl)-3,5,5-trifluoro-3,6-dimethylpiperidine-2-thione). Yield: 63.2%. Reaction SMILES: [F:1][C:2]1[CH:7]=[CH:6][C:5]([NH:8]C(=O)OC(C)(C)C)=[CH:4][C:3]=1[C@:16]1([CH3:27])[C:21]([F:23])([F:22])[CH2:20][C@@:19]([F:25])([CH3:24])[C:18](=[S:26])[NH:17]1.C(O)(C(F)(F)F)=O>ClCCl.C1(C)C=CC=CC=1>[NH2:8][C:5]1[CH:6]=[CH:7][C:2]([F:1])=[C:3]([C@@:16]2([CH3:27])[NH:17][C:18](=[S:26])[C@:19]([F:25])([CH3:24])[CH2:20][C:21]2([F:23])[F:22])[CH:4]=1. Reported procedure: tert-butyl (4-fluoro-3-((2R,5S)-3,3,5-trifluoro-2,5-dimethyl-6-thioxopiperidin-2-yl)phenyl)carbamate (1.15 g, 2.83 mmol) was dissolved in dichloromethane (13 ml). The solution was cooled to 0° C. and TFA (6.5 ml, 84 mmol) was added. The solution was stirred at 0° C. for 1 h 20 min. The reaction was diluted with toluene (25 mL) and concentrated to approx 10 mL under reduced pressure. The residue was diluted with ethyl acetate (50 mL) and washed with saturated aqueous NaHCO3 (25 mL). The phases we... Run in C1CCOC1 (THF). Yields the product ClC=1C(=CC(=NC1)C(=O)O)CC1=CC=C(C=C1)F (5-Chloro-4-(4-fluorobenzyl)-pyridine-2-carboxylic acid). Run at time 2 hour. Procedure details: To a solution of 5-chloro-4-(4-fluorobenzyl)-pyridine-2-carboxylic acid methyl ester (190 mg, 0.68 mmol) in THF (10 mL) was added sodium hydroxide solution (1.36 mL, 1 N). The resulting solution was stirred at room temperature for 2 hours, and afterwards acidified with hydrochloric acid (15 mL, 1N) and poured into ethyl acetate (50 mL). The phases were separated and the water phase was extracted with additional ethyl acetate; the organic portions were combined, dried over Na2SO4, filtered and co... As a reaction SMILES: C[O:2][C:3]([C:5]1[CH:10]=[C:9]([CH2:11][C:12]2[CH:17]=[CH:16][C:15]([F:18])=[CH:14][CH:13]=2)[C:8]([Cl:19])=[CH:7][N:6]=1)=[O:4].[OH-].[Na+].Cl.C(OCC)(=O)C>C1COCC1>[Cl:19][C:8]1[C:9]([CH2:11][C:12]2[CH:17]=[CH:16][C:15]([F:18])=[CH:14][CH:13]=2)=[CH:10][C:5]([C:3]([OH:4])=[O:2])=[N:6][CH:7]=1 |f:1.2|. Starting materials: COC(=O)C1=NC=C(C(=C1)CC1=CC=C(C=C1)F)Cl (5-chloro-4-(4-fluorobenzyl)-pyridine-2-carboxylic acid methyl ester), [OH-].[Na+] (sodium hydroxide), C(C)(=O)OCC (ethyl acetate), Cl (hydrochloric acid). The reactants are CCCC1CCC(Br)CC1, C1CCOC1, Fc1ccc(C2CC[SiH](Cl)CC2)cc1F, [Mg]. Yields the product CCCC1CCC([SiH]2CCC(c3ccc(F)c(F)c3)CC2)CC1. RXN SMILES: [CH2:1]([CH2:2][CH3:3])[CH:4]1[CH2:5][CH2:6][CH:7]([Br:10])[CH2:8][CH2:9]1.[CH2:27]1[O:28][CH2:29][CH2:30][CH2:31]1.[Cl:12][SiH:13]1[CH2:14][CH2:15][CH:16]([c:19]2[cH:20][c:21]([F:26])[c:22]([F:25])[cH:23][cH:24]2)[CH2:17][CH2:18]1.[Mg:11]>>[CH2:1]([CH2:2][CH3:3])[CH:4]1[CH2:5][CH2:6][CH:7]([SiH:13]2[CH2:14][CH2:15][CH:16]([c:19]3[cH:20][c:21]([F:26])[c:22]([F:25])[cH:23][cH:24]3)[CH2:17][CH2:18]2)[CH2:8][CH2:9]1. The reactants are C(C1=CC=CC=C1)=O (benzaldehyde), C(Cl)C1CO1 (epichlorohydrin), N (ammonia). The product is C1(=CC=CC=C1)C1OC(CN1)CCl (2-phenyl-5-chloromethyloxazolidine). Isolated yield 20.0%. RXN SMILES: [CH:1](=[O:8])[C:2]1[CH:7]=[CH:6][CH:5]=[CH:4][CH:3]=1.[CH2:9]([CH:11]1O[CH2:12]1)[Cl:10].[NH3:14]>>[C:2]1([CH:1]2[NH:14][CH2:12][CH:11]([CH2:9][Cl:10])[O:8]2)[CH:7]=[CH:6][CH:5]=[CH:4][CH:3]=1. Reported procedure: According to Carter and Blattacharye [J. Amer. Chem. Soc 75, 2503 (1953)], D,L-carnitine is obtained by reacting benzaldehyde, epichlorohydrin and ammonia in an organic solvent, the reaction product 2-phenyl-5-chloromethyloxazolidine is isolated and said compound is subsequently transformed into D,L-carnitine according to known techniques, with a yield of 20-25%. Reactants: CN(P(N(C)C)(N(C)C)=O)C (Hexamethylphosphoric triamide), [Cl-].[Cl-].[Cl-].[Ti+3] (titanium trichloride), stainless steel, stainless steel. The product is CN(P(N(C)C)(N(C)C)=O)C.[Cl-].[Cl-].[Cl-].[Ti+3] (HMPT titanium trichloride). As a reaction SMILES: [Cl-:1].[Cl-].[Cl-].[Ti+3:4].[CH3:5][N:6]([CH3:15])[P:7](=[O:14])([N:11]([CH3:13])[CH3:12])[N:8]([CH3:10])[CH3:9]>>[CH3:5][N:6]([CH3:15])[P:7](=[O:14])([N:8]([CH3:10])[CH3:9])[N:11]([CH3:12])[CH3:13].[Cl-:1].[Cl-:1].[Cl-:1].[Ti+3:4] |f:0.1.2.3,5.6.7.8.9|. Reported procedure: 133 gms of the titanium trichloride were introduced into a stainless steel ball mill, 9 inches long and 5.1 inches diameter containing 685 stainless steel balls of diameter 0.5 inches. Hexamethylphosphoric triamide (HMPT) was added as a solid in an amount calculated to give a molecular ratio HMPT/titanium trichloride of 0.167. The contents of the mill were shaken manually to disperse the HMPT over the particles of TAC 131 and the mill was rotated for 22 hours at 45 rpm. A nitrogen atmosphere was... Reactants: C1CCOC1, CC(C)[N-]C(C)C, CSc1nccc(C(Cl)c2cccc(C#N)c2)n1, [Li+], c1cncc(Cc2cccnc2)c1. The product is CSc1nccc(C(c2cccc(C#N)c2)C(c2cccnc2)c2cccnc2)n1. RXN SMILES: [CH2:40]1[O:41][CH2:42][CH2:43][CH2:44]1.[CH3:15][CH:16]([N-:17][CH:18]([CH3:19])[CH3:20])[CH3:21].[Cl:22][CH:23]([c:24]1[cH:25][c:26]([C:27]#[N:28])[cH:29][cH:30][cH:31]1)[c:32]1[n:33][c:34]([S:38][CH3:39])[n:35][cH:36][cH:37]1.[Li+:14].[n:1]1[cH:2][c:3]([CH2:7][c:8]2[cH:9][n:10][cH:11][cH:12][cH:13]2)[cH:4][cH:5][cH:6]1>>[n:1]1[cH:2][c:3]([CH:7]([c:8]2[cH:9][n:10][cH:11][cH:12][cH:13]2)[CH:23]([c:24]2[cH:25][c:26]([C:27]#[N:28])[cH:29][cH:30][cH:31]2)[c:32]2[n:33][c:34]([S:38][CH3:39])[n:35][cH:36][cH:37]2)[cH:4][cH:5][cH:6]1.